This data is from the Open Reaction Database (ORD), a public repository of structured organic reaction records. The task is: describe an organic reaction: reactants, conditions, products, and yield The reactants are COC=1C=C2C=C(C(=C(C2=CC1)O)C1=CC=CC=C1)CCC (6-(Methyloxy)-2-phenyl-3-propyl-1-naphthalenol), [H-].[Na+] (NaH), FC1=CC=C(C=O)C=C1 (4-fluorobenzaldehyde). Run in CN(C)C=O (DMF). The product is COC=1C=C2C=C(C(=C(C2=CC1)OC1=CC=C(C=O)C=C1)C1=CC=CC=C1)CCC (4-{[6-(Methyloxy)-2-phenyl-3-propyl-1-naphthalenyl]oxy}benzaldehyde). The yield is 89.0%. As a reaction SMILES: [CH3:1][O:2][C:3]1[CH:4]=[C:5]2[C:10](=[CH:11][CH:12]=1)[C:9]([OH:13])=[C:8]([C:14]1[CH:19]=[CH:18][CH:17]=[CH:16][CH:15]=1)[C:7]([CH2:20][CH2:21][CH3:22])=[CH:6]2.[H-].[Na+].F[C:26]1[CH:33]=[CH:32][C:29]([CH:30]=[O:31])=[CH:28][CH:27]=1>CN(C=O)C>[CH3:1][O:2][C:3]1[CH:4]=[C:5]2[C:10](=[CH:11][CH:12]=1)[C:9]([O:13][C:26]1[CH:33]=[CH:32][C:29]([CH:30]=[O:31])=[CH:28][CH:27]=1)=[C:8]([C:14]1[CH:15]=[CH:16][CH:17]=[CH:18][CH:19]=1)[C:7]([CH2:20][CH2:21][CH3:22])=[CH:6]2 |f:1.2|. Reported procedure: 6-(Methyloxy)-2-phenyl-3-propyl-1-naphthalenol (97) (0.54 g, 1.86 mmol) was treated with NaH in DMF followed by addition of 4-fluorobenzaldehyde to give 0.66 g (89%) of the title compound (98) as a light yellow foam. 1H NMR (400 MHz, CDCl3): δ 0.81 (t, J=7.3 Hz, 3H), 1.40-1.55 (m, 2H), 2.53 (t, J=7.7 Hz, 2H), 3.94 (s, 3H), 6.67 (d, J=8.7 Hz, 2H), 7.05 (dd, J1=9.0 Hz, J2=2.5 Hz, 1H), 7.08-7.14 (m, 2H), 7.18 (d, J=2.5 Hz, 1H), 7.19-7.25 (m, 3H), 7.58-7.64 (m, 3H), 7.67 (d, J=9.2 Hz, 1H), 9.79 (s, ... As a reaction SMILES: [CH3:22][C:23](=[O:24])[O-:25].[ClH:26].[F:1][C:2]([F:3])([F:4])[S:5]([O:6][c:7]1[cH:8][c:9]([N:13]2[CH2:14][CH2:15][O:16][CH2:17][CH2:18]2)[cH:10][cH:11][cH:12]1)(=[O:19])=[O:20].[K+:21].[N:27]12[CH2:28][CH:29]([NH:35][C:36](=[O:37])[c:38]3[o:39][c:40]4[c:41]([cH:42]3)[cH:43][cH:44][cH:45][c:46]4[Br:47])[CH:30]([CH2:31][CH2:32]1)[CH2:33][CH2:34]2.[Na+:48].[Na+:49].[O-:50][C:51](=[O:52])[O-:53].[O:54]=[CH:55][N:56]([CH3:57])[CH3:58]>>[ClH:26].[c:7]1(-[c:46]2[c:40]3[o:39][c:38]([C:36]([NH:35][CH:29]4[CH2:28][N:27]5[CH2:32][CH2:31][CH:30]4[CH2:33][CH2:34]5)=[O:37])[cH:42][c:41]3[cH:43][cH:44][cH:45]2)[cH:8][c:9]([N:13]2[CH2:14][CH2:15][O:16][CH2:17][CH2:18]2)[cH:10][cH:11][cH:12]1. Starting materials: CC(=O)[O-], Cl, O=S(=O)(Oc1cccc(N2CCOCC2)c1)C(F)(F)F, [K+], O=C(NC1CN2CCC1CC2)c1cc2cccc(Br)c2o1, [Na+], [Na+], O=C([O-])[O-], CN(C)C=O. Product: Cl, O=C(NC1CN2CCC1CC2)c1cc2cccc(-c3cccc(N4CCOCC4)c3)c2o1. Starting materials: O=C([O-])O, C[Si](C)(C)Cl, CCCCCC, CN(C)C=O, C#CCC(O)(CCl)CCCC, [Na+], c1c[nH]cn1. Product: C#CCC(CCl)(CCCC)O[Si](C)(C)C. As a reaction SMILES: [C:22](=[O:23])([OH:24])[O-:25].[CH3:17][Si:18]([Cl:19])([CH3:20])[CH3:21].[CH3:27][CH2:28][CH2:29][CH2:30][CH2:31][CH3:32].[CH3:33][N:34]([CH3:35])[CH:36]=[O:37].[Cl:1][CH2:2][C:3]([CH2:4][C:5]#[CH:6])([CH2:7][CH2:8][CH2:9][CH3:10])[OH:11].[Na+:26].[nH:12]1[cH:13][cH:14][n:15][cH:16]1>>[Cl:1][CH2:2][C:3]([CH2:4][C:5]#[CH:6])([CH2:7][CH2:8][CH2:9][CH3:10])[O:11][Si:18]([CH3:17])([CH3:20])[CH3:21]. Starting materials: C(C1=CC=CC=C1)OC=1C=CC(=C(C(=O)OC)C1)OC (methyl 5-(benzyloxy)-2-methoxybenzoate), CC1=CN=CS1 (5-methylthiazole), [Li]CCCC (n-BuLi), Cl (HCl). The solvent is C1CCOC1 (THF), O (water), C1CCOC1 (THF). Run at temperature -78 celsius, time 1.5 hour. The product is C(C1=CC=CC=C1)OC=1C=CC(=C(C1)C(=O)C=1SC(=CN1)C)OC ((5-(benzyloxy)-2-methoxyphenyl)(5-methylthiazol-2-yl)methanone). The yield is 19.3%. As a reaction SMILES: [CH3:1][C:2]1[S:6][CH:5]=[N:4][CH:3]=1.[Li]CCCC.[CH2:12]([O:19][C:20]1[CH:21]=[CH:22][C:23]([O:30][CH3:31])=[C:24]([CH:29]=1)[C:25](OC)=[O:26])[C:13]1[CH:18]=[CH:17][CH:16]=[CH:15][CH:14]=1.Cl>C1COCC1.O>[CH2:12]([O:19][C:20]1[CH:21]=[CH:22][C:23]([O:30][CH3:31])=[C:24]([C:25]([C:5]2[S:6][C:2]([CH3:1])=[CH:3][N:4]=2)=[O:26])[CH:29]=1)[C:13]1[CH:14]=[CH:15][CH:16]=[CH:17][CH:18]=1. Procedure details: To a stirring mixture of 5-methylthiazole (3.80 g, 38.2 mmol) in dry THF (200 mL) was added n-BuLi (2.5 M in hexane, 15.3 mL, 38.2 mmol) drop wise over 20 minutes at −78° C. under nitrogen atmosphere. The mixture was stirred between −78° C. and −60° C. for 1.5 h and then cooled to −78° C. A solution of methyl 5-(benzyloxy)-2-methoxybenzoate (10.4 g, 38.2 mmol) in THF (50 mL) was added drop wise over 30 minutes. The resulting mixture was stirred at −78° C. for 30 minutes and warmed to room temper... Reactants: CC(=O)Cl, CCO, ClCCl, CCCCC12CCC(=O)C(Br)=C1c1cc(F)c(N)c(Cl)c1C2, [Na+], [OH-], c1ccncc1. The product is CCCCC12CCC(=O)C(Br)=C1c1cc(F)c(NC(C)=O)c(Cl)c1C2. As a reaction SMILES: [CH3:29][C:30]([Cl:31])=[O:32].[CH3:38][CH2:39][OH:40].[Cl:35][CH2:36][Cl:37].[NH2:1][c:2]1[c:3]([F:22])[cH:4][c:5]2[c:13]([c:14]1[Cl:15])[CH2:12][C:11]1([CH2:16][CH2:17][CH2:18][CH3:19])[C:6]2=[C:7]([Br:21])[C:8](=[O:20])[CH2:9][CH2:10]1.[Na+:34].[OH-:33].[cH:23]1[cH:24][cH:25][n:26][cH:27][cH:28]1>>[NH:1]([c:2]1[c:3]([F:22])[cH:4][c:5]2[c:13]([c:14]1[Cl:15])[CH2:12][C:11]1([CH2:16][CH2:17][CH2:18][CH3:19])[C:6]2=[C:7]([Br:21])[C:8](=[O:20])[CH2:9][CH2:10]1)[C:30]([CH3:29])=[O:32]. Starting materials: C1(CCCCC1)C=1C(=CC(NN1)=O)C1=CC=C(C=C1)OC1CCCCC1 (6-cyclohexyl-5-(4-cyclohexyloxy-phenyl)-2H-pyridazin-3-one), P(=O)(Cl)(Cl)Cl (phosphorous oxychloride). Conditions: temperature 80 celsius. Yields the product ClC1=CC(=C(N=N1)C1CCCCC1)C1=CC=C(C=C1)OC1CCCCC1 (6-chloro-3-cyclohexyl-4-(4-cyclohexyloxy-phenyl)-pyridazine). The yield is 44.4%. As a reaction SMILES: [CH:1]1([C:7]2[C:8]([C:14]3[CH:19]=[CH:18][C:17]([O:20][CH:21]4[CH2:26][CH2:25][CH2:24][CH2:23][CH2:22]4)=[CH:16][CH:15]=3)=[CH:9][C:10](=O)[NH:11][N:12]=2)[CH2:6][CH2:5][CH2:4][CH2:3][CH2:2]1.P(Cl)(Cl)([Cl:29])=O>>[Cl:29][C:10]1[N:11]=[N:12][C:7]([CH:1]2[CH2:6][CH2:5][CH2:4][CH2:3][CH2:2]2)=[C:8]([C:14]2[CH:19]=[CH:18][C:17]([O:20][CH:21]3[CH2:26][CH2:25][CH2:24][CH2:23][CH2:22]3)=[CH:16][CH:15]=2)[CH:9]=1. Reported procedure: A suspension of 6-cyclohexyl-5-(4-cyclohexyloxy-phenyl)-2H-pyridazin-3-one (0.62 mmol, 0.22 g) in phosphorous oxychloride (6.7 mmol, 0.60 mL) was heated at 80° C. for 1 hour. The reaction mixture was cooled to room temperature and the volatiles were removed in vacuo. The residue was dissolved in ethyl acetate (25 mL), washed with water (25 mL), saturated NaHCO3 (2×10 mL) and dried (Na2SO4). The residue was purified on a 12 g SiO2 cartridge eluting with an ethyl acetate/hexanes gradient to give 6... Reactants: O=C1CNCC=2NC=3C=CC=C(C3C21)C(=O)OC (methyl 4-oxo-2,3,4,9-tetrahydro-1H-pyrido[3,4-b]indole-5-carboxylate), C(CC)=O (propionaldehyde), CN1CC=2C=3C=4C(=CC=CC4NC3C1)C(NN2)=O (2-Methyl-2,3,4,9-tetrahydro-2,4,9,10-tetraazacyclohepta[def]fluoren-8(1H)-one). The product is C(CC)N1CC=2C=3C=4C(=CC=CC4NC3C1)C(NN2)=O (2-Propyl-2,3,4,9-tetrahydro-2,4,9,10-tetraazacyclohepta[def]fluoren-8(1H)-one). RXN SMILES: O=[C:2]1C2C3C(C(OC)=O)=CC=CC=3NC=2CN[CH2:3]1.C(=O)CC.[CH3:23][N:24]1[CH2:36][C:35]2[NH:34][C:33]3[CH:32]=[CH:31][CH:30]=[C:29]4[C:37](=[O:40])[NH:38][N:39]=[C:26]([C:27]=2[C:28]=34)[CH2:25]1>>[CH2:23]([N:24]1[CH2:36][C:35]2[NH:34][C:33]3[CH:32]=[CH:31][CH:30]=[C:29]4[C:37](=[O:40])[NH:38][N:39]=[C:26]([C:27]=2[C:28]=34)[CH2:25]1)[CH2:2][CH3:3]. Procedure details: Compound 56 was prepared from methyl 4-oxo-2,3,4,9-tetrahydro-1H-pyrido[3,4-b]indole-5-carboxylate and propionaldehyde according to the procedures similar to those for Compound 44. 1H NMR (DMSO-d6) δ 11.7 (s, 1H), 9.92 (s, 1H), 7.47 (d, 1H, J=7.8 Hz), 7.43 (d, 1H, J=7.8 Hz), 7.13 (t, 1H, J=7.8 Hz), 3.81 (s, 2H), 3.28 (s, 2H), 2.50-2.55 (m, 2H), 1.51-1.54 (m, 2H), and 0.89 (t, 3H, J=7.8 Hz). MS (ESI) m/e [M+1]+ 269. Reactants: Cl (hydrochloric acid), C(#N)C=1C=CC(=C(C1)NC(C1=CC=C(C=C1)NC1=NC2=CC=CC=C2C(=N1)C1=CC=CC=C1)=O)C (N-(5-cyano-2-methylphenyl)-4-[(4-phenylquinazolin-2-yl)amino]benzamide), C(C)O (ethanol). The product is CC1=C(C=C(C=C1)C(OC)=N)NC(=O)C1=CC=C(C=C1)NC1=NC2=CC=CC=C2C(=N1)C1=CC=CC=C1 (methyl 4-methyl-3-[({4-[(4-phenylquinazolin-2-yl)amino]phenyl}carbonyl)amino]benzenecarboximidoate). Isolated yield 100.0%. Reaction SMILES: Cl.[C:2]([C:4]1[CH:5]=[CH:6][C:7]([CH3:36])=[C:8]([NH:10][C:11](=[O:35])[C:12]2[CH:17]=[CH:16][C:15]([NH:18][C:19]3[N:28]=[C:27]([C:29]4[CH:34]=[CH:33][CH:32]=[CH:31][CH:30]=4)[C:26]4[C:21](=[CH:22][CH:23]=[CH:24][CH:25]=4)[N:20]=3)=[CH:14][CH:13]=2)[CH:9]=1)#[N:3].[CH2:37]([OH:39])C>>[CH3:36][C:7]1[CH:6]=[CH:5][C:4]([C:2](=[NH:3])[O:39][CH3:37])=[CH:9][C:8]=1[NH:10][C:11]([C:12]1[CH:17]=[CH:16][C:15]([NH:18][C:19]2[N:28]=[C:27]([C:29]3[CH:30]=[CH:31][CH:32]=[CH:33][CH:34]=3)[C:26]3[C:21](=[CH:22][CH:23]=[CH:24][CH:25]=3)[N:20]=2)=[CH:14][CH:13]=1)=[O:35]. Procedure: Anhydrous hydrochloric acid gas was bubbled into a suspension of N-(5-cyano-2-methylphenyl)-4-[(4-phenylquinazolin-2-yl)amino]benzamide (273 mg, 0.60 mmol), prepared as described in Example 10, in absolute ethanol (5 mL) for 10 min and the flask was affixed with a drying tube and allowed to stand in the refrigerator overnight. The reaction was concentrated on a rotary evaporator to give methyl 4-methyl-3-[({4-[(4-phenylquinazolin-2-yl)amino]phenyl}carbonyl)amino]benzenecarboximidoate as a yellow...